From a dataset of the Open Reaction Database (ORD), a public repository of structured organic reaction records. describe an organic reaction: reactants, conditions, products, and yield The reactants are CO, COC(=O)COc1nc2c(c(Nc3ccc(C(F)(F)F)cc3)n1)CCN(c1ncccc1Cl)C2, [Na+], [OH-], O. The product is O=C(O)COc1nc2c(c(Nc3ccc(C(F)(F)F)cc3)n1)CCN(c1ncccc1Cl)C2. Reaction SMILES: [CH3:38][OH:39].[F:1][C:2]([c:3]1[cH:4][cH:5][c:6]([NH:9][c:10]2[c:11]3[c:12]([n:13][c:14]([O:16][CH2:17][C:18](=[O:19])[O:20][CH3:21])[n:15]2)[CH2:22][N:23]([c:26]2[n:27][cH:28][cH:29][cH:30][c:31]2[Cl:32])[CH2:24][CH2:25]3)[cH:7][cH:8]1)([F:33])[F:34].[Na+:36].[OH-:35].[OH2:37]>>[F:1][C:2]([c:3]1[cH:4][cH:5][c:6]([NH:9][c:10]2[c:11]3[c:12]([n:13][c:14]([O:16][CH2:17][C:18](=[O:19])[OH:20])[n:15]2)[CH2:22][N:23]([c:26]2[n:27][cH:28][cH:29][cH:30][c:31]2[Cl:32])[CH2:24][CH2:25]3)[cH:7][cH:8]1)([F:33])[F:34]. Starting materials: FC1=CC=C(C=C1)C(CC=1N([C@@H]([C@@H](N1)C1=CC=CC=C1)C1=CC=CC=C1)C(=O)OC(C)(C)C)=O (2-[2-(4-Fluorophenyl)-2-oxoethyl]-cis-4,5-diphenyl-4,5-dihydro-imidazole-1-carboxylic acid, tert-butyl ester), C(=O)(C(F)(F)F)O (TFA), C([O-])(O)=O.[Na+] (sodium bicarbonate). The solvent is ClCCl (dichloromethane). Reaction conditions: temperature 0 celsius, time 20 minute. Product: C1(=CC=CC=C1)[C@@H]1N=C(N[C@@H]1C1=CC=CC=C1)CC(=O)C1=CC=C(C=C1)F (2-(cis-4,5-Diphenyl-4,5-dihydro-1H-imidazol-2-yl)-1-(4-fluorophenyl)ethan-1-one). Isolated yield 47.4%. As a reaction SMILES: [F:1][C:2]1[CH:7]=[CH:6][C:5]([C:8](=[O:34])[CH2:9][C:10]2[N:11](C(OC(C)(C)C)=O)[C@H:12]([C:21]3[CH:26]=[CH:25][CH:24]=[CH:23][CH:22]=3)[C@H:13]([C:15]3[CH:20]=[CH:19][CH:18]=[CH:17][CH:16]=3)[N:14]=2)=[CH:4][CH:3]=1.C(O)(C(F)(F)F)=O.C(=O)(O)[O-].[Na+]>ClCCl>[C:21]1([C@H:12]2[C@@H:13]([C:15]3[CH:20]=[CH:19][CH:18]=[CH:17][CH:16]=3)[NH:14][C:10]([CH2:9][C:8]([C:5]3[CH:4]=[CH:3][C:2]([F:1])=[CH:7][CH:6]=3)=[O:34])=[N:11]2)[CH:22]=[CH:23][CH:24]=[CH:25][CH:26]=1 |f:2.3|. Procedure: To a cold (0° C.) solution of 257 (458 mg, 1.0 mmol) in dichloromethane (25 mL) is added TFA (1.5 mL). The reaction mixture is stirred for 20 min. at 0° C., and at RT for 30 min. The solution is poured into cold sat. sodium bicarbonate solution, and the mixture extracted with EtOAc. The organic layer is separated, dried (MgSO4), and filtered. The filtrate is rotary evaporated, and the residue is recrystallized from Et2O to give 170 mg of the product 258. 1H NMR (CDCl3) δ 10.60-8.80 (bs, 1 H), 8.... Starting materials: Cc1ccc(C(=O)c2ccc(F)cc2C)cc1, ClCCl, [Na+], [Na+], [Na+], O, O=C(OO)c1cccc(Cl)c1, O=P([O-])([O-])O, O=C([O-])O. Yields the product Cc1cc(F)ccc1C(=O)O. RXN SMILES: [CH3:1][c:2]1[c:3]([C:4](=[O:5])[c:6]2[cH:7][cH:8][c:9]([CH3:10])[cH:11][cH:12]2)[cH:13][cH:14][c:15]([F:17])[cH:16]1.[Cl:41][CH2:42][Cl:43].[Na+:29].[Na+:30].[Na+:36].[OH2:44].[OH:18][O:19][C:20]([c:21]1[cH:22][c:23]([Cl:24])[cH:25][cH:26][cH:27]1)=[O:28].[OH:31][P:32](=[O:33])([O-:34])[O-:35].[OH:37][C:38](=[O:39])[O-:40]>>[CH3:1][c:2]1[c:3]([C:4]([OH:5])=[O:18])[cH:13][cH:14][c:15]([F:17])[cH:16]1. The reactants are BrCc1cccc(Br)c1, CN(C)C=O, [H-], O=C1CCCc2ccccc2N1, [Na+]. The product is O=C1CCCc2ccccc2N1Cc1cccc(Br)c1. RXN SMILES: [Br:3][c:4]1[cH:5][c:6]([CH2:7][Br:8])[cH:9][cH:10][cH:11]1.[CH3:24][N:25]([CH3:26])[CH:27]=[O:28].[H-:1].[NH:12]1[c:13]2[c:14]([cH:20][cH:21][cH:22][cH:23]2)[CH2:15][CH2:16][CH2:17][C:18]1=[O:19].[Na+:2]>>[Br:3][c:4]1[cH:5][c:6]([CH2:7][N:12]2[c:13]3[c:14]([cH:20][cH:21][cH:22][cH:23]3)[CH2:15][CH2:16][CH2:17][C:18]2=[O:19])[cH:9][cH:10][cH:11]1. The reactants are CC1(C)Oc2ccc(C(F)(F)C(F)(F)F)cc2C(O)C1Br, CCOCC, [K+], [OH-]. RXN SMILES: [Br:1][CH:2]1[C:3]([CH3:20])([CH3:21])[O:4][c:5]2[c:6]([cH:9][c:10]([C:13]([C:14]([F:15])([F:16])[F:17])([F:18])[F:19])[cH:11][cH:12]2)[CH:7]1[OH:8].[CH3:24][CH2:25][O:26][CH2:27][CH3:28].[K+:23].[OH-:22]>>[CH:2]12[C:3]([CH3:20])([CH3:21])[O:4][c:5]3[c:6]([cH:9][c:10]([C:13]([C:14]([F:15])([F:16])[F:17])([F:18])[F:19])[cH:11][cH:12]3)[CH:7]1[O:8]2. Yields the product CC1(C)Oc2ccc(C(F)(F)C(F)(F)F)cc2C2OC21. Reactants: silyl enol ether, ClC(C)(C)C (2-chloro-2-methylpropane), CC1(C(CCC1)=O)C (2,2-dimethylcyclopentanone), C(C)(C)[N-]C(C)C.[Li+] (lithium diisopropylamide), Cl[Si](C)(C)C (chlorotrimethylsilane). The reagents and catalysts are [Ti](Cl)(Cl)(Cl)Cl (titanium tetrachloride). The solvent is C(Cl)Cl (CH2Cl2), C(Cl)Cl (CH2Cl2), C1CCOC1 (THF). Run at temperature -70 celsius, time 15 minute. Product: C(C)(C)(C)C1CCC(C1=O)(C)C (5-tert-butyl-2,2-dimethylcyclopentanone). Yield: 91.1%. RXN SMILES: [CH3:1][C:2]1([CH3:8])[CH2:6][CH2:5][CH2:4][C:3]1=[O:7].C([N-]C(C)C)(C)C.[Li+].Cl[Si](C)(C)C.Cl[C:23]([CH3:26])([CH3:25])[CH3:24]>C1COCC1.C(Cl)Cl.[Ti](Cl)(Cl)(Cl)Cl>[C:23]([CH:4]1[C:3](=[O:7])[C:2]([CH3:8])([CH3:1])[CH2:6][CH2:5]1)([CH3:26])([CH3:25])[CH3:24] |f:1.2|. Reported procedure: A solution of 2,2-dimethylcyclopentanone (10.1 g, 90.0 mmol) in THF (200 ml) was added at −70° C. within 30 min to a stirred solution of lithium diisopropylamide (2 M in THF, 45.0 ml, 90.0 mmol). After 15 min of stirring at −70° C., chlorotrimethylsilane (19.6 g, 180 mmol) was added dropwise over a period of 10 min. The reaction mixture was allowed to warm to 0° C., stirred for 1 h at this temperature and 2 h at room temp. The formed suspension was filtered off by suction with the aid of a sinte... The reactants are BrC1=NC=CC=C1 (2-bromopyridine), Br[Zn]C=1OC(=CC1)C(=O)OCC (bromo[5-(ethoxycarbonyl)-2-furyl]zinc). Reagents/catalysts: C=1C=CC(=CC1)[P](C=2C=CC=CC2)(C=3C=CC=CC3)[Pd]([P](C=4C=CC=CC4)(C=5C=CC=CC5)C=6C=CC=CC6)([P](C=7C=CC=CC7)(C=8C=CC=CC8)C=9C=CC=CC9)[P](C=1C=CC=CC1)(C=1C=CC=CC1)C=1C=CC=CC1 (tetrakis(triphenylphosphine)palladium(0)). Run in CCOC(=O)C (EtOAc). Conditions: temperature 70 celsius, time 8 hour. Yields the product N1=C(C=CC=C1)C1=CC=C(O1)C(=O)OCC (ethyl 5-pyridin-2-yl-2-furoate). Isolated yield 62.0%. Reaction SMILES: Br[C:2]1[CH:7]=[CH:6][CH:5]=[CH:4][N:3]=1.Br[Zn][C:10]1[O:11][C:12]([C:15]([O:17][CH2:18][CH3:19])=[O:16])=[CH:13][CH:14]=1>CCOC(C)=O.C1C=CC([P]([Pd]([P](C2C=CC=CC=2)(C2C=CC=CC=2)C2C=CC=CC=2)([P](C2C=CC=CC=2)(C2C=CC=CC=2)C2C=CC=CC=2)[P](C2C=CC=CC=2)(C2C=CC=CC=2)C2C=CC=CC=2)(C2C=CC=CC=2)C2C=CC=CC=2)=CC=1>[N:3]1[CH:4]=[CH:5][CH:6]=[CH:7][C:2]=1[C:10]1[O:11][C:12]([C:15]([O:17][CH2:18][CH3:19])=[O:16])=[CH:13][CH:14]=1 |^1:29,31,50,69|. Procedure: A mixture of 2-bromopyridine (1.4 mL, 15 mmol) and bromo[5-(ethoxycarbonyl)-2-furyl]zinc (0.5 M in THF, 30 mL) was degassed. To this mixture was added tetrakis(triphenylphosphine)palladium(0) (0.9 g, 0.8 mmol). The reaction mixture was allowed to stir at 70° C. overnight and then to cool to rt. The mixture was diluted with EtOAc and washed with aq. Sat. NaHCO3. A precipitate formed and was filtered. The filtrate was washed with brine, dried over MgSO4, filtered and concentrated. The residue was ... As a reaction SMILES: C[O:2][C:3]([C:5]1[CH:6]=[C:7]([C:21]2[CH:26]=[C:25]([F:27])[CH:24]=[CH:23][C:22]=2[O:28]C)[C:8]([O:13]CC2C=CC=CC=2)=[C:9]([CH:11]=O)[CH:10]=1)=[O:4].Cl.[NH2:31][C:32]1[CH:33]=[C:34]([CH:38]=[CH:39][C:40]=1[NH2:41])[C:35]([NH2:37])=[NH:36]>>[C:35]([C:34]1[CH:38]=[CH:39][C:40]2[NH:41][C:11]([C:9]3[CH:10]=[C:5]([C:3]([OH:2])=[O:4])[CH:6]=[C:7]([C:21]4[CH:26]=[C:25]([F:27])[CH:24]=[CH:23][C:22]=4[OH:28])[C:8]=3[OH:13])=[N:31][C:32]=2[CH:33]=1)(=[NH:36])[NH2:37] |f:1.2|. Isolated yield 58.2%. Procedure details: Proceeding as in Reference 23, but substituting 6-benzyloxy-5′-fluoro-5-formyl-2′-methoxybiphenyl-3-carboxylic acid methyl ester (1.3 g, 3.30 mmol) and 3,4-diaminobenzamidine hydrochloride (0.739 g, 3.96 mmol), gave 5-(5-carbamimidoyl-1H-benzoimidazol-2-yl)-5′-fluoro-6,2′-dihydroxy-biphenyl-3-carboxylic acid (0.780 g). Product: C(N)(=N)C1=CC2=C(NC(=N2)C=2C=C(C=C(C2O)C2=C(C=CC(=C2)F)O)C(=O)O)C=C1 (5-(5-carbamimidoyl-1H-benzoimidazol-2-yl)-5′-fluoro-6,2′-dihydroxy-biphenyl-3-carboxylic acid). Reactants: COC(=O)C=1C=C(C(=C(C1)C=O)OCC1=CC=CC=C1)C1=C(C=CC(=C1)F)OC (6-benzyloxy-5′-fluoro-5-formyl-2′-methoxybiphenyl-3-carboxylic acid methyl ester), Cl.NC=1C=C(C(=N)N)C=CC1N (3,4-diaminobenzamidine hydrochloride). Starting materials: Cl.ClC1=CC=C(CN(N)C2=CC=C(C=C2)Cl)C=C1 (1-(4-chlorobenzyl)-1-(4-chlorophenyl)hydrazine hydrochloride), C(C)(=O)O.C(C)C1C(CCCC1)=O (ethyl-2-cyclohexanone acetate). The product is ClC1=CC=C(CN2C3=CC=C(C=C3C=3CCCC(C23)CC(=O)O)Cl)C=C1 (9-p-chlorobenzyl-6-chloro-1,2,3,4-tetrahydrocarbazol-1-yl-acetic acid). As a reaction SMILES: Cl.[Cl:2][C:3]1[CH:18]=[CH:17][C:6]([CH2:7][N:8]([C:10]2[CH:15]=[CH:14][C:13]([Cl:16])=[CH:12][CH:11]=2)N)=[CH:5][CH:4]=1.[C:19]([OH:22])(=[O:21])[CH3:20].C([CH:25]1[CH2:30][CH2:29][CH2:28][CH2:27][C:26]1=O)C>>[Cl:2][C:3]1[CH:18]=[CH:17][C:6]([CH2:7][N:8]2[C:26]3[CH:27]([CH2:20][C:19]([OH:22])=[O:21])[CH2:28][CH2:29][CH2:30][C:25]=3[C:15]3[C:10]2=[CH:11][CH:12]=[C:13]([Cl:16])[CH:14]=3)=[CH:5][CH:4]=1 |f:0.1,2.3|. Procedure details: Following the procedure of Example 1, but using 1-(4-chlorobenzyl)-1-(4-chlorophenyl)hydrazine hydrochloride and ethyl-2-cyclohexanone acetate as starting materials, the title compound was prepared. Reported procedure: A solution of N-(2-(4-(4-chlorophenoxy)phenylamino)-2-(3-(trifluoromethyl)phenyl)ethyl)-4-methylbenzenesulfonamide (358 mg, 0.638 mmol) and phenol (180 mg, 1.92 mmol) in 30 wt % HBr in acetic acid (3.5 mL) is heated at 80° C. for 2 h. After cooling down to room temperature, most of the solvent is removed under vacuo. The residue is then quenched with cold saturated NaHCO3 aqueous solution (40 mL) and extracted with EtOAc (3×20 mL). The combined organic layer is concentrated and purified by rever... Yields the product ClC1=CC=C(OC2=CC=C(C=C2)NC(CN)C2=CC(=CC=C2)C(F)(F)F)C=C1 (N1-(4-(4-chlorophenoxy)phenyl)-1-(3-(trifluoromethyl)phenyl)ethane-1,2-diamine). Run in C(C)(=O)O (acetic acid). Isolated yield 49.3%. The reactants are ClC1=CC=C(OC2=CC=C(C=C2)NC(CNS(=O)(=O)C2=CC=C(C=C2)C)C2=CC(=CC=C2)C(F)(F)F)C=C1 (N-(2-(4-(4-chlorophenoxy)phenylamino)-2-(3-(trifluoromethyl)phenyl)ethyl)-4-methylbenzenesulfonamide), C1(=CC=CC=C1)O (phenol), Br (HBr). Reaction SMILES: [Cl:1][C:2]1[CH:38]=[CH:37][C:5]([O:6][C:7]2[CH:12]=[CH:11][C:10]([NH:13][CH:14]([C:27]3[CH:32]=[CH:31][CH:30]=[C:29]([C:33]([F:36])([F:35])[F:34])[CH:28]=3)[CH2:15][NH:16]S(C3C=CC(C)=CC=3)(=O)=O)=[CH:9][CH:8]=2)=[CH:4][CH:3]=1.C1(O)C=CC=CC=1.Br>C(O)(=O)C>[Cl:1][C:2]1[CH:3]=[CH:4][C:5]([O:6][C:7]2[CH:12]=[CH:11][C:10]([NH:13][CH:14]([C:27]3[CH:32]=[CH:31][CH:30]=[C:29]([C:33]([F:34])([F:35])[F:36])[CH:28]=3)[CH2:15][NH2:16])=[CH:9][CH:8]=2)=[CH:37][CH:38]=1.